The task is: describe an organic reaction: reactants, conditions, products, and yield. This data is from the Open Reaction Database (ORD), a public repository of structured organic reaction records. Starting materials: OC[C@@H]1[C@@H](N(C(O1)(C)C)C(=O)OC(C)(C)C)CC=1N=CSC1 ((4S,5S)-Tert-butyl 5-(hydroxymethyl)-2,2-dimethyl-4-(thiazol-4-ylmethyl)oxazolidine-3-carboxylate), N1C=NC=C1 (1H-imidazole), C(C)(C)(C)[Si](C)(C)Cl (tert-butylchlorodimethylsilane). The solvent is CN(C)C=O (DMF), C(C)OCC (diethyl ether). Run at time 2 hour. The product is [Si](C)(C)(C(C)(C)C)OC[C@@H]1[C@@H](N(C(O1)(C)C)C(=O)OC(C)(C)C)CC=1N=CSC1 ((4S,5S)-tert-butyl 5-((tert-butyldimethylsilyloxy)methyl)-2,2-dimethyl-4-(thiazol-4-ylmethyl)oxazolidine-3-carboxylate). Reaction SMILES: [OH:1][CH2:2][C@H:3]1[O:7][C:6]([CH3:9])([CH3:8])[N:5]([C:10]([O:12][C:13]([CH3:16])([CH3:15])[CH3:14])=[O:11])[C@H:4]1[CH2:17][C:18]1[N:19]=[CH:20][S:21][CH:22]=1.N1C=CN=C1.[C:28]([Si:32](Cl)([CH3:34])[CH3:33])([CH3:31])([CH3:30])[CH3:29]>CN(C=O)C.C(OCC)C>[Si:32]([O:1][CH2:2][C@H:3]1[O:7][C:6]([CH3:9])([CH3:8])[N:5]([C:10]([O:12][C:13]([CH3:14])([CH3:15])[CH3:16])=[O:11])[C@H:4]1[CH2:17][C:18]1[N:19]=[CH:20][S:21][CH:22]=1)([C:28]([CH3:31])([CH3:30])[CH3:29])([CH3:34])[CH3:33]. Procedure details: (4S,5S)-Tert-butyl 5-(hydroxymethyl)-2,2-dimethyl-4-(thiazol-4-ylmethyl)oxazolidine-3-carboxylate (0.096 g, 0.29 mmol) was dissolved in DMF (1 mL) with 1H-imidazole (0.026 g, 0.38 mmol) and tert-butylchlorodimethylsilane (0.053 g, 0.35 mmol). The reaction was stirred 2 hrs, diluted with diethyl ether and washed twice with water and once with brine. The organic layer was dried over magnesium sulfate and concentrated to furnish the title compound, which was used for the next step without purificat...